From a dataset of the Open Reaction Database (ORD), a public repository of structured organic reaction records. describe an organic reaction: reactants, conditions, products, and yield Procedure details: Add toluene (20 mL), (S)-2-sec-butylamino-6-chloro-isonicotinic acid methyl ester (2.01 g, 8.29 mmol), palladium acetate (186 mg, 0.83 mmol), racemic 2,2′-bis(diphenylphosphino)-1,1′-binaphthyl (516 mg, 0.83 mmol), cesium carbonate (5.40 g, 16.6 mmol), and sodium thiomethoxide (1.16 g, 16.6 mmol) to a sealed vessel flushed with nitrogen. Heat the sealed vessel at 90° C. overnight. Cool to room temperature and filter the solution through a filtering agent and concentrate the filtrate. Purify the ... Yields the product COC(C1=CC(=NC(=C1)SC)N[C@@H](C)CC)=O ((S)-2-sec-Butylamino-6-methylsulfanyl-isonicotinic acid methyl ester). As a reaction SMILES: [CH3:1][O:2][C:3](=[O:16])[C:4]1[CH:9]=[C:8](Cl)[N:7]=[C:6]([NH:11][C@H:12]([CH2:14][CH3:15])[CH3:13])[CH:5]=1.C1(P(C2C=CC=CC=2)C2C=CC3C(=CC=CC=3)C=2C2C3C(=CC=CC=3)C=CC=2P(C2C=CC=CC=2)C2C=CC=CC=2)C=CC=CC=1.C(=O)([O-])[O-].[Cs+].[Cs+].[CH3:69][S-:70].[Na+]>C([O-])(=O)C.[Pd+2].C([O-])(=O)C.C1(C)C=CC=CC=1>[CH3:1][O:2][C:3](=[O:16])[C:4]1[CH:9]=[C:8]([S:70][CH3:69])[N:7]=[C:6]([NH:11][C@H:12]([CH2:14][CH3:15])[CH3:13])[CH:5]=1 |f:2.3.4,5.6,7.8.9|. The reactants are COC(C1=CC(=NC(=C1)Cl)N[C@@H](C)CC)=O ((S)-2-sec-butylamino-6-chloro-isonicotinic acid methyl ester), C1(=CC=CC=C1)P(C1=C(C2=CC=CC=C2C=C1)C1=C(C=CC2=CC=CC=C12)P(C1=CC=CC=C1)C1=CC=CC=C1)C1=CC=CC=C1 (racemic 2,2′-bis(diphenylphosphino)-1,1′-binaphthyl), C([O-])([O-])=O.[Cs+].[Cs+] (cesium carbonate), C[S-].[Na+] (sodium thiomethoxide). The reagents and catalysts are C(C)(=O)[O-].[Pd+2].C(C)(=O)[O-] (palladium acetate). Run at temperature 90 celsius. Isolated yield 66.4%. Solvent: C1(=CC=CC=C1)C (toluene).